From a dataset of the Open Reaction Database (ORD), a public repository of structured organic reaction records. describe an organic reaction: reactants, conditions, products, and yield The reactants are O=C(Nc1ccc(CCNc2ncnc3cc(Br)sc23)cc1)c1cccc(C(F)(F)F)c1, C#CCCO, C1CCNCC1, [Cu]I. The product is O=C(Nc1ccc(CCNc2ncnc3cc(C#CCCO)sc23)cc1)c1cccc(C(F)(F)F)c1. As a reaction SMILES: [Br:1][c:2]1[cH:3][c:4]2[n:5][cH:6][n:7][c:8]([NH:11][CH2:12][CH2:13][c:14]3[cH:15][cH:16][c:17]([NH:20][C:21]([c:22]4[cH:23][c:24]([C:28]([F:29])([F:30])[F:31])[cH:25][cH:26][cH:27]4)=[O:32])[cH:18][cH:19]3)[c:9]2[s:10]1.[CH2:33]([CH2:34][C:35]#[CH:36])[OH:37].[CH2:38]1[CH2:39][CH2:40][NH:41][CH2:42][CH2:43]1.[Cu:44][I:45]>>[c:2]1([C:36]#[C:35][CH2:34][CH2:33][OH:37])[cH:3][c:4]2[n:5][cH:6][n:7][c:8]([NH:11][CH2:12][CH2:13][c:14]3[cH:15][cH:16][c:17]([NH:20][C:21]([c:22]4[cH:23][c:24]([C:28]([F:29])([F:30])[F:31])[cH:25][cH:26][cH:27]4)=[O:32])[cH:18][cH:19]3)[c:9]2[s:10]1.